This data is from the Open Reaction Database (ORD), a public repository of structured organic reaction records. The task is: describe an organic reaction: reactants, conditions, products, and yield The solvent is C(=S)=S (carbon disulphide). RXN SMILES: [Cl-].[Al+3].[Cl-].[Cl-].[C:5](Cl)(=[O:7])[CH3:6].[CH:9]1[CH2:14][CH2:13][CH2:12][CH2:11][CH:10]=1>C(=S)=S>[C:5]([CH:9]1[CH2:14][CH2:13][CH:12]([C:9]2[CH:14]=[CH:13][C:12]([CH2:11][CH2:10][CH2:9][CH2:14][CH3:13])=[CH:11][CH:10]=2)[CH2:11][CH2:10]1)(=[O:7])[CH3:6] |f:0.1.2.3|. Yields the product C(C)(=O)C1CCC(CC1)C1=CC=C(C=C1)CCCCC (4-acetyl-1-(4-pentylphenyl)-cyclohexane). Procedure details: To a suspension of 66.6 g. of anhydrous aluminum chloride in 200 ml. of carbon disulphide there are added at -15° C., with stirring, 39 g. of acetyl chloride and thereafter 41 g. of cyclohexene. The reaction mixture is stirred for 30 minutes at -15° C. and then the upper carbon disulphide layer is removed and replaced by 400 ml. of n-pentylbenzene. After the addition of a further 33 g. of aluminum chloride, while stirring, the reaction mixture is warmed up to ambient temperature and further stir... The reactants are [Cl-].[Al+3].[Cl-].[Cl-] (aluminum chloride), C(C)(=O)Cl (acetyl chloride), C1=CCCCC1 (cyclohexene). Procedure details: (3-Bromo-propyl)-carbamic acid tert-butyl ester (11.2 g, 47.0 mmol) was combined with 2.0 M Methylamine in THF (100 mL, 200 mmol) and was stirred at room temperature for 4 h. After this period, a precipitate formed in the solution. The solution was filtered and concentrated under reduced pressure to yield 7.58 g (86%) of (3-methylamino-propyl)-carbamic acid tert-butyl ester as a clear oil. [M+H]+ 188.94. The yield is 86.0%. Reaction SMILES: [C:1]([O:5][C:6](=[O:12])[NH:7][CH2:8][CH2:9][CH2:10]Br)([CH3:4])([CH3:3])[CH3:2].[CH3:13][NH2:14].C1COCC1>>[C:1]([O:5][C:6](=[O:12])[NH:7][CH2:8][CH2:9][CH2:10][NH:14][CH3:13])([CH3:4])([CH3:3])[CH3:2]. Reactants: C(C)(C)(C)OC(NCCCBr)=O ((3-Bromo-propyl)-carbamic acid tert-butyl ester), CN (Methylamine), C1CCOC1 (THF). The product is C(C)(C)(C)OC(NCCCNC)=O ((3-methylamino-propyl)-carbamic acid tert-butyl ester). Reaction conditions: time 4 hour. The reactants are Cc1ccc(S(=O)(=O)OCC(C)C2CCC3C(=CBr)CCCC32C)cc1, [C-]#N, [K+], CN(C)C=O, O. The product is CC(CC#N)C1CCC2C(=CBr)CCCC21C. Reaction SMILES: [Br:1][CH:2]=[C:3]1[CH:4]2[CH2:5][CH2:6][CH:7]([CH:13]([CH2:14][O:15][S:16]([c:17]3[cH:18][cH:19][c:20]([CH3:21])[cH:22][cH:23]3)(=[O:24])=[O:25])[CH3:26])[C:8]2([CH3:12])[CH2:9][CH2:10][CH2:11]1.[C-:32]#[N:33].[K+:34].[O:27]=[CH:28][N:29]([CH3:30])[CH3:31].[OH2:35]>>[Br:1][CH:2]=[C:3]1[CH:4]2[CH2:5][CH2:6][CH:7]([CH:13]([CH2:14][C:31]#[N:29])[CH3:26])[C:8]2([CH3:12])[CH2:9][CH2:10][CH2:11]1. The reactants are CC(C)(C)OC(=O)NCCC=Cc1cncnc1, COCCOC, CC(C)NC(C)C, [H-], CI, [Na+], CN(C)C=O, O. Product: CN(CCC=Cc1cncnc1)C(=O)OC(C)(C)C. RXN SMILES: [C:3]([CH3:4])([CH3:5])([CH3:6])[O:7][C:8](=[O:9])[NH:10][CH2:11][CH2:12][CH:13]=[CH:14][c:15]1[cH:16][n:17][cH:18][n:19][cH:20]1.[CH3:30][O:31][CH2:32][CH2:33][O:34][CH3:35].[CH:21]([NH:22][CH:23]([CH3:24])[CH3:25])([CH3:26])[CH3:27].[H-:1].[I:28][CH3:29].[Na+:2].[O:37]=[CH:38][N:39]([CH3:40])[CH3:41].[OH2:36]>>[C:3]([CH3:4])([CH3:5])([CH3:6])[O:7][C:8](=[O:9])[N:10]([CH2:11][CH2:12][CH:13]=[CH:14][c:15]1[cH:16][n:17][cH:18][n:19][cH:20]1)[CH3:21]. Starting materials: O=c1c(Cc2cccnc2)cn2c3cc(Br)ccc3sc3cc(O)cc1c32, ClCc1ccccc1. Product: O=c1c(Cc2cccnc2)cn2c3cc(Br)ccc3sc3cc(OCc4ccccc4)cc1c32. Reaction SMILES: [Br:1][c:2]1[cH:3][c:4]2[n:5]3[c:6]4[c:7]([cH:8][c:9]([OH:16])[cH:10][c:11]4[s:12][c:13]2[cH:14][cH:15]1)[c:17](=[O:27])[c:18]([CH2:20][c:21]1[cH:22][n:23][cH:24][cH:25][cH:26]1)[cH:19]3.[Cl:28][CH2:29][c:30]1[cH:31][cH:32][cH:33][cH:34][cH:35]1>>[Br:1][c:2]1[cH:3][c:4]2[n:5]3[c:6]4[c:7]([cH:8][c:9]([O:16][CH2:29][c:30]5[cH:31][cH:32][cH:33][cH:34][cH:35]5)[cH:10][c:11]4[s:12][c:13]2[cH:14][cH:15]1)[c:17](=[O:27])[c:18]([CH2:20][c:21]1[cH:22][n:23][cH:24][cH:25][cH:26]1)[cH:19]3. The reactants are O=C(Cl)OCc1ccccc1, NCCC(=O)O, [Na+], [OH-]. Yields the product O=C(O)CCNC(=O)OCc1ccccc1. Reaction SMILES: [CH2:7]([c:8]1[cH:9][cH:10][cH:11][cH:12][cH:13]1)[O:14][C:15](=[O:16])[Cl:17].[NH2:1][CH2:2][CH2:3][C:4](=[O:5])[OH:6].[Na+:19].[OH-:18]>>[NH:1]([CH2:2][CH2:3][C:4](=[O:5])[OH:6])[C:15]([O:14][CH2:7][c:8]1[cH:9][cH:10][cH:11][cH:12][cH:13]1)=[O:16].